From a dataset of the Open Reaction Database (ORD), a public repository of structured organic reaction records. describe an organic reaction: reactants, conditions, products, and yield The reactants are BrC1=CC(=C(C=C1)CO)C ((4-bromo-2-methylphenyl)methanol), Benzyl nitrile, ClC1=C(C=CC=C1)B(O)O (2-chlorophenylboronic acid), C(=O)([O-])[O-].[Na+].[Na+] (Na2CO3). Reagents/catalysts: C(C)(=O)[O-].[Pd+2].C(C)(=O)[O-].C1(=CC=CC=C1)P(C1=CC=CC=C1)C1=CC=CC=C1 (palladium acetate triphenyl phosphine). Run in C(CC)O (n-propanol), O (water). Conditions: temperature 80 celsius, time 2 hour. The product is ClC1=C(C=CC=C1)C1=CC(=C(C=C1)CO)C ((2′-chloro-3-methylbiphenyl-4-yl)methanol). RXN SMILES: Br[C:2]1[CH:7]=[CH:6][C:5]([CH2:8][OH:9])=[C:4]([CH3:10])[CH:3]=1.[Cl:11][C:12]1[CH:17]=[CH:16][CH:15]=[CH:14][C:13]=1B(O)O.C([O-])([O-])=O.[Na+].[Na+]>C(O)CC.O.C([O-])(=O)C.[Pd+2].C([O-])(=O)C.C1(P(C2C=CC=CC=2)C2C=CC=CC=2)C=CC=CC=1>[Cl:11][C:12]1[CH:17]=[CH:16][CH:15]=[CH:14][C:13]=1[C:2]1[CH:7]=[CH:6][C:5]([CH2:8][OH:9])=[C:4]([CH3:10])[CH:3]=1 |f:2.3.4,7.8.9.10|. Reported procedure: To a solution (4-bromo-2-methylphenyl)methanol (1 eq.) from Benzyl nitrile III.1 (Step 1) and 2-chlorophenylboronic acid (1.2 eq.) in n-propanol (0.1M) was added palladium acetate/triphenyl phosphine (1:3; 0.05 eq.) and aqueous Na2CO3 (2M; 3 eq.). The mixture was stirred at 80° C. for 2 h, cooled to room temperature, poured in water and extracted with EtOAc. The organic extract was washed with, brine, dried over MgSO4 filtered and concentrated. Purification by column chromatography on silica gel... The product is CCOC(=O)N1CCN(C(=O)C(CNC(=O)OC(C)(C)C)NC(=O)c2cc(OCC(=O)C(C)(C)C)n(-c3ccccc3)n2)CC1. Starting materials: CCOC(=O)N1CCN(C(=O)C(N)CNC(=O)OC(C)(C)C)CC1, ClCCCl, CC(C)(C)C(=O)COc1cc(C(=O)O)nn1-c1ccccc1, CN(C)C=O, O, On1nnc2ccccc21. As a reaction SMILES: [CH2:23]([CH3:24])[O:25][C:26](=[O:27])[N:28]1[CH2:29][CH2:30][N:31]([C:34]([CH:35]([CH2:36][NH:37][C:38](=[O:39])[O:40][C:41]([CH3:42])([CH3:43])[CH3:44])[NH2:45])=[O:46])[CH2:32][CH2:33]1.[CH2:57]([Cl:58])[CH2:59][Cl:60].[CH3:1][C:2]([C:3]([CH2:4][O:5][c:6]1[cH:7][c:8]([C:17](=[O:18])[OH:19])[n:9][n:10]1-[c:11]1[cH:12][cH:13][cH:14][cH:15][cH:16]1)=[O:20])([CH3:21])[CH3:22].[O:61]=[CH:62][N:63]([CH3:64])[CH3:65].[OH2:66].[OH:47][n:48]1[c:49]2[c:50]([cH:51][cH:52][cH:53][cH:54]2)[n:55][n:56]1>>[CH3:1][C:2]([C:3]([CH2:4][O:5][c:6]1[cH:7][c:8]([C:17](=[O:19])[NH:45][CH:35]([C:34]([N:31]2[CH2:30][CH2:29][N:28]([C:26]([O:25][CH2:23][CH3:24])=[O:27])[CH2:33][CH2:32]2)=[O:46])[CH2:36][NH:37][C:38](=[O:39])[O:40][C:41]([CH3:42])([CH3:43])[CH3:44])[n:9][n:10]1-[c:11]1[cH:12][cH:13][cH:14][cH:15][cH:16]1)=[O:20])([CH3:21])[CH3:22]. The reactants are C(C1=CC=CC=C1)N1C[C@H]([C@@H](C1)O)O ((3R,4R)-1-benzylpyrrolidine-3,4-diol), CS(=O)(=O)OCCCCCCCCCCCCCCCC (hexadecyl methanesulfonate). Yields the product C(C1=CC=CC=C1)N1C[C@H]([C@@H](C1)OCCCCCCCCCCCCCCCC)OCCCCCCCCCCCCCCCC ((3R,4R)-1-Benzyl-3,4-bis(hexadecyloxy)pyrrolidine). As a reaction SMILES: [CH2:1]([N:8]1[CH2:12][C@@H:11]([OH:13])[C@H:10]([OH:14])[CH2:9]1)[C:2]1[CH:7]=[CH:6][CH:5]=[CH:4][CH:3]=1.CS(O[CH2:20][CH2:21][CH2:22][CH2:23][CH2:24][CH2:25][CH2:26][CH2:27][CH2:28][CH2:29][CH2:30][CH2:31][CH2:32][CH2:33][CH2:34][CH3:35])(=O)=O>>[CH2:1]([N:8]1[CH2:12][C@@H:11]([O:13][CH2:20][CH2:21][CH2:22][CH2:23][CH2:24][CH2:25][CH2:26][CH2:27][CH2:28][CH2:29][CH2:30][CH2:31][CH2:32][CH2:33][CH2:34][CH3:35])[C@H:10]([O:14][CH2:35][CH2:34][CH2:33][CH2:32][CH2:31][CH2:30][CH2:29][CH2:28][CH2:27][CH2:26][CH2:25][CH2:24][CH2:23][CH2:22][CH2:21][CH3:20])[CH2:9]1)[C:2]1[CH:3]=[CH:4][CH:5]=[CH:6][CH:7]=1. Procedure: Compound VI-11 (324 mg, 97.6%) was obtained in the same manner as that in Reference Example 5, by using (3R,4R)-1-benzylpyrrolidine-3,4-diol (Diverchim S. A.; 100 mg, 0.517 mmol) and hexadecyl methanesulfonate (Nu-Chek Prep, Inc; 415 mg, 1.29 mmol). RXN SMILES: O[C:2]1[C:3]([C:11]2([CH2:26][OH:27])[C:15]3[CH:16]=[N:17][CH:18]=[CH:19][C:14]=3[N:13]([CH2:20][CH2:21][CH2:22][CH2:23][CH3:24])[C:12]2=[O:25])=[CH:4][C:5]2[O:9][CH2:8][O:7][C:6]=2[CH:10]=1.OC1C(C2(CO)C3C(=NC=CC=3)N(CCCCC)C2=O)=CC2OCOC=2C=1>>[CH2:20]([N:13]1[C:14]2[CH:19]=[CH:18][N:17]=[CH:16][C:15]=2[C:11]2([C:3]3=[CH:4][C:5]4[O:9][CH2:8][O:7][C:6]=4[CH:10]=[C:2]3[O:27][CH2:26]2)[C:12]1=[O:25])[CH2:21][CH2:22][CH2:23][CH3:24]. Reported procedure: Following the procedure as described in EXAMPLE 1, and making non-critical variations using 3-(6-hydroxy-1,3-benzodioxol-5-yl)-3-(hydroxymethyl)-1-pentyl-1,3-dihydro-2H-pyrrolo[3,2-c]pyridin-2-one to replace 3-(6-hydroxy-1,3-benzodioxol-5-yl)-3-(hydroxymethyl)-1-pentyl-1,3-dihydro-2H-pyrrolo[2,3-b]pyridin-2-one, the title compound was obtained: 1H NMR (300 MHz, CDCl3) δ 8.51 (br, 1H), 8.28 (br, 1H), 6.97-6.87 (m, 1H), 6.51 (s, 1H), 6.08 (s, 1H), 5.90-5.84 (m, 2H), 6.87 (d, 1H), 4.67 (d, 1H), 3.8... Reactants: OC=1C(=CC2=C(OCO2)C1)C1(C(N(C2=C1C=NC=C2)CCCCC)=O)CO (3-(6-hydroxy-1,3-benzodioxol-5-yl)-3-(hydroxymethyl)-1-pentyl-1,3-dihydro-2H-pyrrolo[3,2-c]pyridin-2-one), OC=1C(=CC2=C(OCO2)C1)C1(C(N(C2=NC=CC=C21)CCCCC)=O)CO (3-(6-hydroxy-1,3-benzodioxol-5-yl)-3-(hydroxymethyl)-1-pentyl-1,3-dihydro-2H-pyrrolo[2,3-b]pyridin-2-one). Product: C(CCCC)N1C(C2(C=3C=NC=CC31)COC=3C2=CC2=C(OCO2)C3)=O (1′-pentylspiro[furo[2,3-f][1,3]benzodioxole-7,3′-pyrrolo[3,2-c]pyridin]-2′(1′H)-one). Starting materials: C1CCOC1, COC(=O)COc1ccc2cc(CNC(=O)c3cc(-c4ccc(Cl)cc4)oc3C(F)(F)F)ccc2c1, Cl, [Na+], [OH-], O. Product: O=C(O)COc1ccc2cc(CNC(=O)c3cc(-c4ccc(Cl)cc4)oc3C(F)(F)F)ccc2c1. Reaction SMILES: [CH2:41]1[O:42][CH2:43][CH2:44][CH2:45]1.[CH3:3][O:4][C:5]([CH2:6][O:7][c:8]1[cH:9][c:10]2[cH:11][cH:12][c:13]([CH2:18][NH:19][C:20](=[O:21])[c:22]3[c:23]([C:34]([F:35])([F:36])[F:37])[o:24][c:25](-[c:27]4[cH:28][cH:29][c:30]([Cl:33])[cH:31][cH:32]4)[cH:26]3)[cH:14][c:15]2[cH:16][cH:17]1)=[O:38].[ClH:40].[Na+:2].[OH-:1].[OH2:39]>>[O:4]=[C:5]([CH2:6][O:7][c:8]1[cH:9][c:10]2[cH:11][cH:12][c:13]([CH2:18][NH:19][C:20](=[O:21])[c:22]3[c:23]([C:34]([F:35])([F:36])[F:37])[o:24][c:25](-[c:27]4[cH:28][cH:29][c:30]([Cl:33])[cH:31][cH:32]4)[cH:26]3)[cH:14][c:15]2[cH:16][cH:17]1)[OH:38]. The reactants are O=C([O-])O, CCNC(=O)C1OC(n2cnc3c(NCC(c4ccccc4)c4ccccc4)nc(C(=O)NCCNC(=O)NC4CCN(c5ccccn5)CC4)nc32)C2OC(C)(C)OC12, CCO, Cl, [Na+]. As a reaction SMILES: [C:62](=[O:63])([OH:64])[O-:65].[CH2:1]([CH3:2])[NH:3][C:4](=[O:5])[CH:6]1[O:7][CH:8]([n:16]2[c:17]3[n:18][c:19]([C:40](=[O:41])[NH:42][CH2:43][CH2:44][NH:45][C:46](=[O:47])[NH:48][CH:49]4[CH2:50][CH2:51][N:52]([c:55]5[n:56][cH:57][cH:58][cH:59][cH:60]5)[CH2:53][CH2:54]4)[n:20][c:21]([NH:25][CH2:26][CH:27]([c:28]4[cH:29][cH:30][cH:31][cH:32][cH:33]4)[c:34]4[cH:35][cH:36][cH:37][cH:38][cH:39]4)[c:22]3[n:23][cH:24]2)[CH:9]2[CH:10]1[O:11][C:12]([CH3:14])([CH3:15])[O:13]2.[CH3:67][CH2:68][OH:69].[ClH:61].[Na+:66]>>[CH2:1]([CH3:2])[NH:3][C:4](=[O:5])[CH:6]1[O:7][CH:8]([n:16]2[c:17]3[n:18][c:19]([C:40](=[O:41])[NH:42][CH2:43][CH2:44][NH:45][C:46](=[O:47])[NH:48][CH:49]4[CH2:50][CH2:51][N:52]([c:55]5[n:56][cH:57][cH:58][cH:59][cH:60]5)[CH2:53][CH2:54]4)[n:20][c:21]([NH:25][CH2:26][CH:27]([c:28]4[cH:29][cH:30][cH:31][cH:32][cH:33]4)[c:34]4[cH:35][cH:36][cH:37][cH:38][cH:39]4)[c:22]3[n:23][cH:24]2)[CH:9]([OH:13])[CH:10]1[OH:11]. Yields the product CCNC(=O)C1OC(n2cnc3c(NCC(c4ccccc4)c4ccccc4)nc(C(=O)NCCNC(=O)NC4CCN(c5ccccn5)CC4)nc32)C(O)C1O. Starting materials: C(C)OC(=O)N1CCC2=C(C=3C(CCC3C=C2)(C)C)CC1 (1,1-Dimethyl-1,3,6,7,9,10-hexahydro-2H-8-aza-cyclohepta[e]indene-8-carboxylic acid ethyl ester), [Si](C)(C)(C)I (TMSI). Run in C(Cl)(Cl)Cl (CHCl3). Run at temperature 60 celsius. Yields the product CC1(CCC=2C=CC3=C(C12)CCNCC3)C (1,1-Dimethyl-1,2,3,6,7,8,9,10-octahydro-8-aza-cyclohepta[e]indene). Isolated yield 49.7%. RXN SMILES: C(OC([N:6]1[CH2:21][CH2:20][C:10]2[C:11]3[C:12]([CH3:19])([CH3:18])[CH2:13][CH2:14][C:15]=3[CH:16]=[CH:17][C:9]=2[CH2:8][CH2:7]1)=O)C.[Si](I)(C)(C)C>C(Cl)(Cl)Cl>[CH3:18][C:12]1([CH3:19])[C:11]2[C:10]3[CH2:20][CH2:21][NH:6][CH2:7][CH2:8][C:9]=3[CH:17]=[CH:16][C:15]=2[CH2:14][CH2:13]1. Reported procedure: Into a glass vial containing the product from step (a) (102 mg, 0.355 mmol) in CHCl3 (2 ml), TMSI (483 μL, 3.55 mmol) was added. The reaction mixture was heated to 60° C. for 2 hours. The volatiles were evaporated in vacuo and 2M HCl (5 ml) and water (25 ml) were added. The aqueous mixture was washed with diethyl ether (2×). The aqueous layer was then basified with 2M NaOH to pH 10 and extracted with DCM (3×). The combined DCM extracts were washed with brine, dried over Na2SO4, and solvent evapo...